This data is from the Open Reaction Database (ORD), a public repository of structured organic reaction records. The task is: describe an organic reaction: reactants, conditions, products, and yield Starting materials: CC(C)C[Al+]CC(C)C, ClCCl, Cc1ccccc1, O=CCCc1cn(-c2cccnc2)c2ccccc12, [H-], O. The product is OCCCc1cn(-c2cccnc2)c2ccccc12. As a reaction SMILES: [CH2:21]([Al+:22][CH2:23][CH:24]([CH3:25])[CH3:26])[CH:27]([CH3:28])[CH3:29].[CH2:31]([Cl:32])[Cl:33].[CH3:34][c:35]1[cH:36][cH:37][cH:38][cH:39][cH:40]1.[CH:1](=[O:2])[CH2:3][CH2:4][c:5]1[cH:6][n:7](-[c:14]2[cH:15][n:16][cH:17][cH:18][cH:19]2)[c:8]2[cH:9][cH:10][cH:11][cH:12][c:13]12.[H-:20].[OH2:30]>>[CH2:1]([OH:2])[CH2:3][CH2:4][c:5]1[cH:6][n:7](-[c:14]2[cH:15][n:16][cH:17][cH:18][cH:19]2)[c:8]2[cH:9][cH:10][cH:11][cH:12][c:13]12. The reactants are CCOCC(COCC)N1C(=O)N(c2ccccc2Cl)Cc2cnc(SCc3ccccc3)nc21, ClCCl, O=C(OO)c1cccc(Cl)c1. The product is CCOCC(COCC)N1C(=O)N(c2ccccc2Cl)Cc2cnc(S(=O)Cc3ccccc3)nc21. Reaction SMILES: [CH2:1]([c:2]1[cH:3][cH:4][cH:5][cH:6][cH:7]1)[S:8][c:9]1[n:10][cH:11][c:12]2[c:13]([n:14]1)[N:15]([CH:27]([CH2:28][O:29][CH2:30][CH3:31])[CH2:32][O:33][CH2:34][CH3:35])[C:16](=[O:26])[N:17]([c:19]1[c:20]([Cl:25])[cH:21][cH:22][cH:23][cH:24]1)[CH2:18]2.[Cl:47][CH2:48][Cl:49].[OH:36][O:37][C:38]([c:39]1[cH:40][c:41]([Cl:42])[cH:43][cH:44][cH:45]1)=[O:46]>>[CH2:1]([c:2]1[cH:3][cH:4][cH:5][cH:6][cH:7]1)[S:8]([c:9]1[n:10][cH:11][c:12]2[c:13]([n:14]1)[N:15]([CH:27]([CH2:28][O:29][CH2:30][CH3:31])[CH2:32][O:33][CH2:34][CH3:35])[C:16](=[O:26])[N:17]([c:19]1[c:20]([Cl:25])[cH:21][cH:22][cH:23][cH:24]1)[CH2:18]2)=[O:36].